Dataset: the Open Reaction Database (ORD), a public repository of structured organic reaction records. Task: describe an organic reaction: reactants, conditions, products, and yield Starting materials: P(Cl)(Cl)Cl (phosphorus trichloride), C(CCC)NCCCC (dibutylamine). The solvent is CCCCCC (hexane), C(C)OCC (diethyl ether). Product: Cl.C(CCC)NCCCC (dibutylamine hydrochloride). Reaction SMILES: P(Cl)(Cl)[Cl:2].[CH2:5]([NH:9][CH2:10][CH2:11][CH2:12][CH3:13])[CH2:6][CH2:7][CH3:8]>CCCCCC.C(OCC)C>[ClH:2].[CH2:5]([NH:9][CH2:10][CH2:11][CH2:12][CH3:13])[CH2:6][CH2:7][CH3:8] |f:4.5|. Procedure details: A solution of 68.7 g (0.5 mole) of phosphorus trichloride in dry hexane or diethyl ether is added slowly to a stirred solution of 363.6 g (3.0 moles) of dibutylamine in the same solvent. A voluminous precipitate of dibutylamine hydrochloride is formed, the temperature remaining between 10° and 40° C. After all the phosphorus trichloride has been added, the mixture is boiled and refluxed for between 30 minutes and 2 hours. The mixture is then cooled to room temperature and filtered to separate it...